Dataset: the Open Reaction Database (ORD), a public repository of structured organic reaction records. Task: describe an organic reaction: reactants, conditions, products, and yield Starting materials: [C-]#N, C1CCOC1, [K+], O, CCC(C=O)(c1ccccc1)c1ccccc1. Product: CCC(c1ccccc1)(c1ccccc1)C(O)C#N. RXN SMILES: [C-:1]#[N:2].[CH2:22]1[O:23][CH2:24][CH2:25][CH2:26]1.[K+:3].[OH2:21].[c:4]1([C:10]([CH:11]=[O:12])([CH2:13][CH3:14])[c:15]2[cH:16][cH:17][cH:18][cH:19][cH:20]2)[cH:5][cH:6][cH:7][cH:8][cH:9]1>>[C:1](#[N:2])[CH:11]([C:10]([c:4]1[cH:5][cH:6][cH:7][cH:8][cH:9]1)([CH2:13][CH3:14])[c:15]1[cH:16][cH:17][cH:18][cH:19][cH:20]1)[OH:12]. Starting materials: BrC=1C=CC(=NC1)OC (5-bromo-2-methoxypyridine), C(CCC)[Li] (n-butyllithium), CCCCCC (hexane), C1(CC1)C=O (cyclopropanecarboxaldehye). The solvent is O1CCCC1 (tetrahydrofuran). Run at temperature -78 celsius, time 30 minute. The product is C1(CC1)C(O)C=1C=NC(=CC1)OC (cyclopropyl(6-methoxypyridin-3-yl)methanol). Yield: 81.8%. As a reaction SMILES: Br[C:2]1[CH:3]=[CH:4][C:5]([O:8][CH3:9])=[N:6][CH:7]=1.C([Li])CCC.CCCCCC.[CH:21]1([CH:24]=[O:25])[CH2:23][CH2:22]1>O1CCCC1>[CH:21]1([CH:24]([C:2]2[CH:7]=[N:6][C:5]([O:8][CH3:9])=[CH:4][CH:3]=2)[OH:25])[CH2:23][CH2:22]1. Reported procedure: To a stirred −78° C. solution of 5-bromo-2-methoxypyridine (3.70 g, 19.79 mmol) in tetrahydrofuran (10 mL) was added 2.6 M n-butyllithium solution in hexane (8.4 mL, 21.84 mmol). The mixture was allowed to stir at −78° C. for 30 min, and then cyclopropanecarboxaldehye (1.70 g, 23.74 mmol) was added in one portion. The cooling bath was removed, and the mixture was allowed to warm to room temperature. After 2 h, the mixture was quenched by the addition of saturated aqueous ammonium chloride soluti...